Dataset: the Open Reaction Database (ORD), a public repository of structured organic reaction records. Task: describe an organic reaction: reactants, conditions, products, and yield Reactants: C([O-])([O-])=O.[K+].[K+] (potassium carbonate), C1=CN(C=N1)C(=O)N2C=CN=C2 (N,N-carbonyldiimidazole), ClC1=C(C=C(C=C1)[N+](=O)[O-])NCC=1C(=NC(=NC1)SC)NC ({5-[(2-Chloro-5-nitro-phenylamino)-methyl]-2-methylsulfanyl-pyrimidin-4-yl}-methyl-amine). Solvent: C(C)#N (acetonitrile). Run at temperature 50 celsius. The product is ClC1=C(C=C(C=C1)[N+](=O)[O-])N1C(N(C2=NC(=NC=C2C1)SC)C)=O (3-(2-Chloro-5-nitro-phenyl)-1-methyl-7-methylsulfanyl-3,4-dihydro-1H-pyrimido[4,5-d]pyrimidin-2-one). Isolated yield 96.0%. RXN SMILES: [Cl:1][C:2]1[CH:7]=[CH:6][C:5]([N+:8]([O-:10])=[O:9])=[CH:4][C:3]=1[NH:11][CH2:12][C:13]1[C:14]([NH:21][CH3:22])=[N:15][C:16]([S:19][CH3:20])=[N:17][CH:18]=1.[C:23](=[O:26])([O-])[O-].[K+].[K+].C1N=CN(C(N2C=NC=C2)=O)C=1>C(#N)C>[Cl:1][C:2]1[CH:7]=[CH:6][C:5]([N+:8]([O-:10])=[O:9])=[CH:4][C:3]=1[N:11]1[CH2:12][C:13]2[C:14](=[N:15][C:16]([S:19][CH3:20])=[N:17][CH:18]=2)[N:21]([CH3:22])[C:23]1=[O:26] |f:1.2.3|. Procedure details: 20.796 g {5-[(2-Chloro-5-nitro-phenylamino)-methyl]-2-methylsulfanyl-pyrimidin-4-yl}-methyl-amine were dissolved in 500 ml acetonitrile, 25.375 g potassium carbonate and 19.847 g N,N-carbonyldiimidazole (CDI) were added, and the solution was heated at 50° C. for 24 hrs. The solvent was dried over sodium sulfate, evaporated, and the residue was extracted with diethyl ether to give the title product in 96% yield.